This data is from the Open Reaction Database (ORD), a public repository of structured organic reaction records. The task is: describe an organic reaction: reactants, conditions, products, and yield Starting materials: COC(=O)C(O)COC(C)CO[Si](C)(C)C(C)(C)C, C1CCOC1, Clc1cccnc1-n1ncc2c(Cl)ncnc21, [H-], [Na+], O=C(O)CC(O)(CC(=O)O)C(=O)O. Yields the product COC(=O)C(COC(C)CO[Si](C)(C)C(C)(C)C)Oc1ncnc2c1cnn2-c1ncccc1Cl. As a reaction SMILES: [C:3]([CH3:4])([CH3:5])([CH3:6])[Si:7]([O:8][CH2:9][CH:10]([CH3:11])[O:12][CH2:13][CH:14]([C:15](=[O:16])[O:17][CH3:18])[OH:19])([CH3:20])[CH3:21].[CH2:52]1[O:53][CH2:54][CH2:55][CH2:56]1.[Cl:22][c:23]1[c:24]2[c:25]([n:26][cH:27][n:28]1)[n:29](-[c:32]1[n:33][cH:34][cH:35][cH:36][c:37]1[Cl:38])[n:30][cH:31]2.[H-:1].[Na+:2].[OH:39][C:40]([CH2:41][C:42]([C:43](=[O:44])[OH:45])([CH2:46][C:47](=[O:48])[OH:49])[OH:50])=[O:51]>>[C:3]([CH3:4])([CH3:5])([CH3:6])[Si:7]([O:8][CH2:9][CH:10]([CH3:11])[O:12][CH2:13][CH:14]([C:15](=[O:16])[O:17][CH3:18])[O:19][c:23]1[c:24]2[c:25]([n:26][cH:27][n:28]1)[n:29](-[c:32]1[n:33][cH:34][cH:35][cH:36][c:37]1[Cl:38])[n:30][cH:31]2)([CH3:20])[CH3:21]. The reactants are O=C([O-])O, ClCCl, CCOC(C)=O, NNC(=O)C(CCCCl)c1cc(F)c(F)c(F)c1, Cl, Cc1cn(-c2ccc(C=CC(=O)O)cc2F)cn1, [Na+], O. The product is Cc1cn(-c2ccc(C=CC(=O)NNC(=O)C(CCCCl)c3cc(F)c(F)c(F)c3)cc2F)cn1. Reaction SMILES: [C:45](=[O:46])([OH:47])[O-:48].[CH2:50]([Cl:51])[Cl:52].[CH3:38][CH2:39][O:40][C:41](=[O:42])[CH3:43].[Cl:2][CH2:3][CH2:4][CH2:5][CH:6]([C:7](=[O:8])[NH:9][NH2:10])[c:11]1[cH:12][c:13]([F:19])[c:14]([F:18])[c:15]([F:17])[cH:16]1.[ClH:1].[F:20][c:21]1[cH:22][c:23]([CH:33]=[CH:34][C:35](=[O:36])[OH:37])[cH:24][cH:25][c:26]1-[n:27]1[cH:28][n:29][c:30]([CH3:32])[cH:31]1.[Na+:49].[OH2:44]>>[Cl:2][CH2:3][CH2:4][CH2:5][CH:6]([C:7](=[O:8])[NH:9][NH:10][C:35]([CH:34]=[CH:33][c:23]1[cH:22][c:21]([F:20])[c:26](-[n:27]2[cH:28][n:29][c:30]([CH3:32])[cH:31]2)[cH:25][cH:24]1)=[O:36])[c:11]1[cH:12][c:13]([F:19])[c:14]([F:18])[c:15]([F:17])[cH:16]1. RXN SMILES: [O:1]=[CH:2][C@@H:3]([C@H:5]([C@@H:7]([C@@H:9]([CH2:11][OH:12])[OH:10])[OH:8])[OH:6])[OH:4].FS(O)(=O)=O.[CH3:18]O>O>[CH3:18][O:1][C@H:2]1[O:10][CH:9]([CH2:11][OH:12])[C@H:7]([OH:8])[C@@H:5]([OH:6])[C@@H:3]1[OH:4]. Starting materials: O=C[C@H](O)[C@@H](O)[C@H](O)[C@H](O)CO (glucose), FS(=O)(=O)O (perfluorosulfonic acid), FS(=O)(=O)O (perfluorosulfonic acid), CO (methyl alcohol). Product: CO[C@@H]1[C@H]([C@@H]([C@H](C(O1)CO)O)O)O (methyl glucoside). Run at time 30 minute. The solvent is O (water). Reported procedure: In an autoclave of 300 cc volume, 50 g of anhydrous crystalline glucose, 5 g of perfluorosulfonic acid resin ("NAFION" powder 511) and 133 g of methyl alcohol were charged. The reaction was effected at 120° C.±1° C. for 30 minutes while stirring at 600 r.p.m. The gauge pressure was 6.0 Kg/cm2. After cooling to room temperature, NAFION was separated by filtration whereby a colorless, transparent methanolic solution was obtained. By adding water and evaporating methanol at 40° C. under reduced pre... Starting materials: Fc1cc(Br)ccn1, Cc1ccccc1, C[Si](C)(C)[N-][Si](C)(C)C, N#CC1CCC1, [Li+]. The product is N#CC1(c2cc(Br)ccn2)CCC1. As a reaction SMILES: [Br:11][c:12]1[cH:13][c:14]([F:18])[n:15][cH:16][cH:17]1.[CH3:25][c:26]1[cH:27][cH:28][cH:29][cH:30][cH:31]1.[CH3:2][Si:3]([N-:4][Si:5]([CH3:6])([CH3:7])[CH3:8])([CH3:9])[CH3:10].[CH:19]1([C:23]#[N:24])[CH2:20][CH2:21][CH2:22]1.[Li+:1]>>[Br:11][c:12]1[cH:13][c:14]([C:19]2([C:23]#[N:24])[CH2:20][CH2:21][CH2:22]2)[n:15][cH:16][cH:17]1. As a reaction SMILES: [BH4-:39].[CH2:1]([CH:2]=[CH2:3])[O:4][c:5]1[n:6][cH:7][cH:8][c:9](-[c:11]2[n:12][c:13]([O:37][CH3:38])[c:14]([O:28][c:29]3[c:30]([O:35][CH3:36])[cH:31][cH:32][cH:33][cH:34]3)[c:15]([NH:17][S:18](=[O:19])(=[O:20])[c:21]3[n:22][cH:23][c:24]([CH3:27])[cH:25][cH:26]3)[n:16]2)[cH:10]1.[CH2:42]1[O:43][CH2:44][CH2:45][CH2:46]1.[ClH:41].[Na+:40]>>[OH:4][c:5]1[n:6][cH:7][cH:8][c:9](-[c:11]2[n:12][c:13]([O:37][CH3:38])[c:14]([O:28][c:29]3[c:30]([O:35][CH3:36])[cH:31][cH:32][cH:33][cH:34]3)[c:15]([NH:17][S:18](=[O:19])(=[O:20])[c:21]3[n:22][cH:23][c:24]([CH3:27])[cH:25][cH:26]3)[n:16]2)[cH:10]1. Yields the product COc1ccccc1Oc1c(NS(=O)(=O)c2ccc(C)cn2)nc(-c2ccnc(O)c2)nc1OC. Starting materials: [BH4-], C=CCOc1cc(-c2nc(NS(=O)(=O)c3ccc(C)cn3)c(Oc3ccccc3OC)c(OC)n2)ccn1, C1CCOC1, Cl, [Na+]. Reactants: N1=CC(=CC=C1)C(=O)NCCN1C=C(C=CC1=O)C(=O)O (1,6-dihydro-l-[2-(3-pyridinylcarbonylamino)ethyl]-6-oxo-3-pyridinecarboxylicacid), S(=O)(Cl)Cl (thionyl chloride), N1=CC=CC=C1 (Pyridine). Conditions: time 16 hour. Yields the product CC(C)OC(=O)C1=CN(C(C=C1)=O)CCNC(=O)C=1C=NC=CC1 (1,6-Dihydro-1-[2-(3-pyridinylcarbonylamino)ethyl]-6-oxo-3-pyridinecarboxylic acid-2-propyl ester). As a reaction SMILES: [N:1]1[CH:6]=[CH:5][CH:4]=[C:3]([C:7]([NH:9][CH2:10][CH2:11][N:12]2[C:17](=[O:18])[CH:16]=[CH:15][C:14]([C:19]([OH:21])=[O:20])=[CH:13]2)=[O:8])[CH:2]=1.S(Cl)(Cl)=O.N1C=C[CH:29]=[CH:28][CH:27]=1>>[CH3:27][CH:28]([O:20][C:19]([C:14]1[CH:15]=[CH:16][C:17](=[O:18])[N:12]([CH2:11][CH2:10][NH:9][C:7]([C:3]2[CH:2]=[N:1][CH:6]=[CH:5][CH:4]=2)=[O:8])[CH:13]=1)=[O:21])[CH3:29]. Reported procedure: To a 25 ml round bottomed flask fitted with a magnetic stirrer bar, reflux condensor, and nitrogen inlet was added 1,6-dihydro-l-[2-(3-pyridinylcarbonylamino)ethyl]-6-oxo-3-pyridinecarboxylicacid (0.20 g, 0.70 mmol) and thionyl chloride (5.0 ml). The mixture was heated at reflux for 2 hours, cooled to room temperature, and concentrated. The residue was suspended in 2-propanol (5.0 ml) and 4-dimethylaminopyridine (1 mg). Pyridine (0.17 ml, 2.1 mmol) was added with stirring at room temperature. Af... Reactants: C1(=CC=CC=C1)C.C[Si](C)(C)[N-][Si](C)(C)C.[K+] (Potassium bis(trimethylsilyl)amide toluene), COCCOC (DME), COC(\C=C(\CCS(=O)(=O)C1=NN=NN1C1=CC=CC=C1)/C)=O (methyl-(2E)-3-methyl-5-[(1-phenyl-1-H-tetrazol-5-yl)sulfonyl]pent-2-enoate), C[C@@H](C=O)[C@H](CC)O[Si](CC)(CC)CC ((2R,3S)-2-methyl-3-[(triethylsilyl)oxy]pentanal). Run in C1CCOC1 (THF). Reaction conditions: time 30 minute. The product is COC(\C=C(\CCSC1=NN=NN1C1=CC=CC=C1)/C)=O (methyl-(2E)-3-methyl-5-[(1-phenyl-1-H-tetrazol-5-yl)thio]pent-2-enoate). Isolated yield 108.9%. RXN SMILES: C1(C)C=CC=CC=1.C[Si]([N-][Si](C)(C)C)(C)C.[K+].COCCOC.[CH3:24][O:25][C:26](=[O:46])/[CH:27]=[C:28](\[CH3:45])/[CH2:29][CH2:30][S:31]([C:34]1[N:38]([C:39]2[CH:44]=[CH:43][CH:42]=[CH:41][CH:40]=2)[N:37]=[N:36][N:35]=1)(=O)=O.C[C@H]([C@@H](O[Si](CC)(CC)CC)CC)C=O>C1COCC1>[CH3:24][O:25][C:26](=[O:46])/[CH:27]=[C:28](\[CH3:45])/[CH2:29][CH2:30][S:31][C:34]1[N:38]([C:39]2[CH:44]=[CH:43][CH:42]=[CH:41][CH:40]=2)[N:37]=[N:36][N:35]=1 |f:0.1.2|. Reported procedure: 0.5M Potassium bis(trimethylsilyl)amide toluene solution (8.48 ml, 4.24 mmol) was added dropwise to a DME (40 ml) solution of methyl-(2E)-3-methyl-5-[(1-phenyl-1-H-tetrazol-5-yl)sulfonyl]pent-2-enoate (1.19 g, 3.53 mmol) at −60° C. and the reaction solution was stirred at the same temperature for 30 minutes. Subsequently a THF (5 ml) solution of (2R,3S)-2-methyl-3-[(triethylsilyl)oxy]pentanal (1.63 g, 7.06 mmol) was added dropwise at −78° C. and the reaction solution was stirred for two hours. A...